This data is from the Open Reaction Database (ORD), a public repository of structured organic reaction records. The task is: describe an organic reaction: reactants, conditions, products, and yield Reactants: CCOc1cc(C(N)CS(C)(=O)=O)ccc1OC, CN(C)c1cccc2c1C(=O)OC2=O, CC(=O)O. Product: CCOc1cc(C(CS(C)(=O)=O)N2C(=O)c3cccc(N(C)C)c3C2=O)ccc1OC. As a reaction SMILES: [CH2:1]([CH3:2])[O:3][c:4]1[cH:5][c:6]([CH:12]([CH2:13][S:14](=[O:15])(=[O:16])[CH3:17])[NH2:18])[cH:7][cH:8][c:9]1[O:10][CH3:11].[CH3:19][N:20]([c:21]1[c:22]2[c:23]([cH:29][cH:30][cH:31]1)[C:24](=[O:25])[O:26][C:27]2=[O:28])[CH3:32].[CH3:33][C:34](=[O:35])[OH:36]>>[CH2:1]([CH3:2])[O:3][c:4]1[cH:5][c:6]([CH:12]([CH2:13][S:14](=[O:15])(=[O:16])[CH3:17])[N:18]2[C:24](=[O:25])[c:23]3[c:22]([c:21]([N:20]([CH3:19])[CH3:32])[cH:31][cH:30][cH:29]3)[C:27]2=[O:26])[cH:7][cH:8][c:9]1[O:10][CH3:11]. Starting materials: COC=1C=CC2=C(SC(=C2CC2=CC=C(C=C2)O[C@H]2[C@@H](CCCC2)N2CCCCC2)C2=CC=C(C=C2)OCCN2CCCC2)C1 ((±)-6-methoxy-3-[4-[[trans-2-(1-piperidyl)cyclohexyl]oxy]benzyl]-2-[4-[2-(1-pyrrolidinyl)ethoxy]phenyl]benzo[b]thiophene), C(C)S (ethanethiol), [Cl-].[Al+3].[Cl-].[Cl-] (aluminum chloride). The solvent is ClC(C)Cl (dichloroethane). Reaction conditions: time 3 hour. Yields the product OC=1C=CC2=C(SC(=C2CC2=CC=C(C=C2)O[C@H]2[C@@H](CCCC2)N2CCCCC2)C2=CC=C(C=C2)OCCN2CCCC2)C1 ((±)-6-Hydroxy-3-[4-[[trans-2-(1-piperidyl)cyclohexyl]oxy]benzyl]-2-[4-[2-(1-pyrrolidinyl)ethoxy]phenyl]benzo[b]thiophene). Yield: 95.1%. RXN SMILES: C[O:2][C:3]1[CH:4]=[CH:5][C:6]2[C:10]([CH2:11][C:12]3[CH:17]=[CH:16][C:15]([O:18][C@@H:19]4[CH2:24][CH2:23][CH2:22][CH2:21][C@H:20]4[N:25]4[CH2:30][CH2:29][CH2:28][CH2:27][CH2:26]4)=[CH:14][CH:13]=3)=[C:9]([C:31]3[CH:36]=[CH:35][C:34]([O:37][CH2:38][CH2:39][N:40]4[CH2:44][CH2:43][CH2:42][CH2:41]4)=[CH:33][CH:32]=3)[S:8][C:7]=2[CH:45]=1.C(S)C.[Cl-].[Al+3].[Cl-].[Cl-]>ClC(Cl)C>[OH:2][C:3]1[CH:4]=[CH:5][C:6]2[C:10]([CH2:11][C:12]3[CH:17]=[CH:16][C:15]([O:18][C@@H:19]4[CH2:24][CH2:23][CH2:22][CH2:21][C@H:20]4[N:25]4[CH2:26][CH2:27][CH2:28][CH2:29][CH2:30]4)=[CH:14][CH:13]=3)=[C:9]([C:31]3[CH:32]=[CH:33][C:34]([O:37][CH2:38][CH2:39][N:40]4[CH2:41][CH2:42][CH2:43][CH2:44]4)=[CH:35][CH:36]=3)[S:8][C:7]=2[CH:45]=1 |f:2.3.4.5|. Procedure: To a solution of 1.150 g (1.84 mmol) (±)-6-methoxy-3-[4-[[trans-2-(1-piperidyl)cyclohexyl]oxy]benzyl]-2-[4-[2-(1-pyrrolidinyl)ethoxy]phenyl]benzo[b]thiophene (Part A) in 20.0 mL of anhydrous dichloroethane at 0° C. was added 1.10 mL (14.7 mmol) of ethanethiol, followed by the addition of aluminum chloride (982 mg, 7.36 mmol). The yellow biphasic reaction mixture was allowed to warm to room temperature and stirred for 3 h. The reaction was quenched at 0° C. with 20 mL of saturated aqueous NaHCO3....